This data is from the Open Reaction Database (ORD), a public repository of structured organic reaction records. The task is: describe an organic reaction: reactants, conditions, products, and yield Reactants: C1CCOC1, CCOC(C)=O, CC1(CC(=O)O)CC(c2cccc(Cl)c2)C(c2ccc(Cl)cc2)N(C2CCC(O)C2O)C1=O, [O-][I+3]([O-])([O-])[O-], [Na+], O. Yields the product CC1(CC(=O)O)CC(c2cccc(Cl)c2)C(c2ccc(Cl)cc2)N(C(C=O)CCC=O)C1=O. RXN SMILES: [CH2:40]1[O:41][CH2:42][CH2:43][CH2:44]1.[CH3:46][CH2:47][O:48][C:49]([CH3:50])=[O:51].[Cl:1][c:2]1[cH:3][c:4]([CH:8]2[CH2:9][C:10]([CH3:29])([CH2:30][C:31](=[O:32])[OH:33])[C:11](=[O:28])[N:12]([CH:21]3[CH:22]([OH:27])[CH:23]([OH:26])[CH2:24][CH2:25]3)[CH:13]2[c:14]2[cH:15][cH:16][c:17]([Cl:20])[cH:18][cH:19]2)[cH:5][cH:6][cH:7]1.[I+3:34]([O-:35])([O-:36])([O-:37])[O-:38].[Na+:39].[OH2:45]>>[Cl:1][c:2]1[cH:3][c:4]([CH:8]2[CH2:9][C:10]([CH3:29])([CH2:30][C:31](=[O:32])[OH:33])[C:11](=[O:28])[N:12]([CH:21]([CH:22]=[O:27])[CH2:25][CH2:24][CH:23]=[O:26])[CH:13]2[c:14]2[cH:15][cH:16][c:17]([Cl:20])[cH:18][cH:19]2)[cH:5][cH:6][cH:7]1. Reactants: CC(C)(C)OC(=O)N1CCC(C=O)(CC2CCOCC2)C1, [Li]CCCC, CCCCCC, Fc1cccc2ccsc12, C1CCOC1. The product is CC(C)(C)OC(=O)N1CCC(CC2CCOCC2)(C(O)c2cc3cccc(F)c3s2)C1. RXN SMILES: [C:22]([CH3:23])([CH3:24])([CH3:25])[O:26][C:27](=[O:28])[N:29]1[CH2:30][C:31]([CH2:34][CH:35]2[CH2:36][CH2:37][O:38][CH2:39][CH2:40]2)([CH:41]=[O:42])[CH2:32][CH2:33]1.[CH3:11][CH2:12][CH2:13][CH2:14][Li:15].[CH3:16][CH2:17][CH2:18][CH2:19][CH2:20][CH3:21].[F:1][c:2]1[cH:3][cH:4][cH:5][c:6]2[cH:7][cH:8][s:9][c:10]12.[O:43]1[CH2:44][CH2:45][CH2:46][CH2:47]1>>[F:1][c:2]1[cH:3][cH:4][cH:5][c:6]2[cH:7][c:8]([CH:41]([C:31]3([CH2:34][CH:35]4[CH2:36][CH2:37][O:38][CH2:39][CH2:40]4)[CH2:30][N:29]([C:27]([O:26][C:22]([CH3:23])([CH3:24])[CH3:25])=[O:28])[CH2:33][CH2:32]3)[OH:42])[s:9][c:10]12. Starting materials: C1(C=CC(C=C1)=O)=O (benzoquinone), CS(=O)(=O)O (methanesulphonic acid), C1=CC=CCC1 (1,3-cyclohexadiene), CO (methanol), CO (methanol). Reagents/catalysts: C(C)(=O)[O-].[Pd+2].C(C)(=O)[O-] (palladium acetate). Run at time 16 hour. Product: CO[C@H]1C=C[C@H](CC1)OC ((3R,6S)-3,6-Dimethoxy-cyclohexene). The yield is 61.0%. As a reaction SMILES: C1(=O)C=C[C:4](=[O:7])C=C1.CS(O)(=O)=O.[CH:14]1[CH2:19][CH2:18][CH:17]=[CH:16][CH:15]=1.[CH3:20][OH:21]>C([O-])(=O)C.[Pd+2].C([O-])(=O)C>[CH3:4][O:7][C@@H:15]1[CH2:14][CH2:19][C@H:18]([O:21][CH3:20])[CH:17]=[CH:16]1 |f:4.5.6|. Procedure: Lit., J. Org. Chem., 53:5695 (1988). To a stirred solution of 0.70 g (3.1 mmol) palladium acetate, 16.9 g (156 mmol) benzoquinone and 0.4 ml (6.2 mmol) methanesulphonic acid in 200 ml methanol at room temperature was added via syringe pump over 4 h a solution of 5.95 ml (62 mmol) 1,3-cyclohexadiene in 5 ml methanol, and stirring continued for an additional 16 h. The reaction mixture was extracted three times with ether and the combined organic extracts washed successively with water, 2 M sodium ... The reactants are Cc1c(C(=O)O)cc(Cl)c2c1C(C)(C)CCS2(=O)=O, CCO, O, [Zn]. Yields the product Cc1c(C(=O)O)ccc2c1C(C)(C)CCS2(=O)=O. RXN SMILES: [CH3:1][C:2]1([CH3:19])[CH2:3][CH2:4][S:5](=[O:17])(=[O:18])[c:6]2[c:7]([Cl:16])[cH:8][c:9]([C:13](=[O:14])[OH:15])[c:10]([CH3:12])[c:11]21.[CH3:20][CH2:21][OH:22].[OH2:23].[Zn:24]>>[CH3:1][C:2]1([CH3:19])[CH2:3][CH2:4][S:5](=[O:17])(=[O:18])[c:6]2[cH:7][cH:8][c:9]([C:13](=[O:14])[OH:15])[c:10]([CH3:12])[c:11]21. The reactants are N#N (N2), C(C)(C)(C)[SiH2]OC(C=1OC=C(N1)C(C)=O)(C)C (1-[2-(tert-butyl-dimethyl-silanyloxymethyl)-oxazol-4-yl]-ethanone), CCCC[N+](CCCC)(CCCC)CCCC.[F-] (TBAF), solution. Solvent: C1CCOC1 (THF), C1CCOC1 (THF), CC(OCC)=O (EA). Run at time 1.5 hour. Product: OCC=1OC=C(N1)C(C)=O (1-(2-Hydroxymethyl-oxazol-4-yl)-ethanone). Reaction SMILES: N#N.C([SiH2][O:8][C:9](C)(C)[C:10]1[O:11][CH:12]=[C:13]([C:15](=[O:17])[CH3:16])[N:14]=1)(C)(C)C.CCCC[N+](CCCC)(CCCC)CCCC.[F-]>C1COCC1.CC(=O)OCC>[OH:8][CH2:9][C:10]1[O:11][CH:12]=[C:13]([C:15](=[O:17])[CH3:16])[N:14]=1 |f:2.3|. Reported procedure: In a flame dried round-bottomed flask equipped with a magnetic stir bar and under inert atmosphere (N2), a solution of 1-[2-(tert-butyl-dimethyl-silanyloxymethyl)-oxazol-4-yl]-ethanone (192 mg, 0.75 mmol) in dry THF (5.0 mL) was treated at rt with TBAF (1.1 mL of a 1M solution in THF, 1.10 mmol). The reaction mixture was stirred at rt for 1.5 h. The mixture was then diluted with EA (10 mL), washed with brine (3×10 mL), dried over Na2SO4, filtered and concentrated under reduced pressure. Purifica...